Dataset: the Open Reaction Database (ORD), a public repository of structured organic reaction records. Task: describe an organic reaction: reactants, conditions, products, and yield The reactants are CCOC(OCC)C(CC(=O)OC(C)(C)C)NS(=O)(=O)c1ccc(NC(=O)NCCN(C)C)cc1OCc1ccccc1, CCO, [H][H]. Yields the product CCOC(OCC)C(CC(=O)OC(C)(C)C)NS(=O)(=O)c1ccc(NC(=O)NCCN(C)C)cc1O. Reaction SMILES: [C:1]([CH3:2])([CH3:3])([CH3:4])[O:5][C:6]([CH2:7][CH:8]([CH:9]([O:10][CH2:11][CH3:12])[O:13][CH2:14][CH3:15])[NH:16][S:17](=[O:18])(=[O:19])[c:20]1[c:21]([O:35][CH2:36][c:37]2[cH:38][cH:39][cH:40][cH:41][cH:42]2)[cH:22][c:23]([NH:26][C:27](=[O:28])[NH:29][CH2:30][CH2:31][N:32]([CH3:33])[CH3:34])[cH:24][cH:25]1)=[O:43].[CH3:46][CH2:47][OH:48].[H:44][H:45]>>[C:1]([CH3:2])([CH3:3])([CH3:4])[O:5][C:6]([CH2:7][CH:8]([CH:9]([O:10][CH2:11][CH3:12])[O:13][CH2:14][CH3:15])[NH:16][S:17](=[O:18])(=[O:19])[c:20]1[c:21]([OH:35])[cH:22][c:23]([NH:26][C:27](=[O:28])[NH:29][CH2:30][CH2:31][N:32]([CH3:33])[CH3:34])[cH:24][cH:25]1)=[O:43]. The reactants are COC(=O)CNC(=O)C(Cc1ccccc1)NCC(=O)OC(C)(C)C, ClCCl, O=C(O)C(F)(F)F. Product: CNC(Cc1ccccc1)C(=O)NCC(=O)OC. RXN SMILES: [CH3:8][O:9][C:10]([CH2:11][NH:12][C:13]([CH:14]([CH2:15][c:16]1[cH:17][cH:18][cH:19][cH:20][cH:21]1)[NH:22][CH2:23][C:24]([O:25][C:26]([CH3:27])([CH3:28])[CH3:29])=[O:30])=[O:31])=[O:32].[Cl:33][CH2:34][Cl:35].[OH:1][C:2]([C:3]([F:4])([F:5])[F:6])=[O:7]>>[CH3:8][O:9][C:10]([CH2:11][NH:12][C:13]([CH:14]([CH2:15][c:16]1[cH:17][cH:18][cH:19][cH:20][cH:21]1)[NH:22][CH3:23])=[O:31])=[O:32].